From a dataset of the Open Reaction Database (ORD), a public repository of structured organic reaction records. describe an organic reaction: reactants, conditions, products, and yield Starting materials: O=C([O-])[O-], CCOC=C(C(=O)OCC)C(=O)OCC, CCCCCC[N+](CCCCCC)(CCCCCC)CCCCCC, CC(C)=O, [Cl-], CC(CO)Nc1ccc(F)c(F)c1F, [K+], [K+]. Yields the product CCOC(=O)C(=CN(c1ccc(F)c(F)c1F)C(C)CO)C(=O)OCC. Reaction SMILES: [C:30](=[O:31])([O-:32])[O-:33].[CH2:15]([O:16][CH:18]=[C:19]([C:20](=[O:21])[O:22][CH2:23][CH3:24])[C:25](=[O:26])[O:27][CH2:28][CH3:29])[CH3:17].[CH2:37]([N+:38]([CH2:39][CH2:40][CH2:41][CH2:42][CH2:43][CH3:44])([CH2:45][CH2:46][CH2:47][CH2:48][CH2:49][CH3:50])[CH2:51][CH2:52][CH2:53][CH2:54][CH2:55][CH3:56])[CH2:57][CH2:58][CH2:59][CH2:60][CH3:61].[CH3:62][C:63](=[O:64])[CH3:65].[Cl-:36].[F:1][c:2]1[c:3]([NH:4][CH:5]([CH2:6][OH:7])[CH3:8])[cH:9][cH:10][c:11]([F:14])[c:12]1[F:13].[K+:34].[K+:35]>>[F:1][c:2]1[c:3]([N:4]([CH:5]([CH2:6][OH:7])[CH3:8])[CH:18]=[C:19]([C:20](=[O:21])[O:22][CH2:23][CH3:24])[C:25](=[O:26])[O:27][CH2:28][CH3:29])[cH:9][cH:10][c:11]([F:14])[c:12]1[F:13]. The reactants are ClC1=C(C=C(C=C1)[N+](=O)[O-])C(C)=O (1-(2-chloro-5-nitro-phenyl)-ethanone), [Cl-].[NH4+] (ammonium chloride), O (water). The reagents and catalysts are [Fe] (iron). The solvent is CO (methanol). Run at temperature 70 celsius, time 1 hour. The product is NC=1C=CC(=C(C1)C(C)=O)Cl (1-(5-Amino-2-chloro-phenyl)-ethanone). Isolated yield 93.4%. Reaction SMILES: [Cl:1][C:2]1[CH:7]=[CH:6][C:5]([N+:8]([O-])=O)=[CH:4][C:3]=1[C:11](=[O:13])[CH3:12].[Cl-].[NH4+].O>[Fe].CO>[NH2:8][C:5]1[CH:6]=[CH:7][C:2]([Cl:1])=[C:3]([C:11](=[O:13])[CH3:12])[CH:4]=1 |f:1.2|. Procedure details: 2.01 g (10.1 mmol) of 1-(2-chloro-5-nitro-phenyl)-ethanone, 2.54 g (47.5 mmol) of ammonium chloride and 1.99 g (35.7 mmol) of iron powder were added to a mixture of 6 mL of water and 12 mL of methanol. The slurry was stirred at 70° C. for 1 h, and then cooled down, filtered through a pad of celite and concentrated down under reduced pressure. The residue was taken up in 60 mL ethyl acetate and 60 mL of water. The aqueous layer was extracted with 40 mL of ethyl acetate and the combined organic la...